From a dataset of the Open Reaction Database (ORD), a public repository of structured organic reaction records. describe an organic reaction: reactants, conditions, products, and yield Starting materials: liquid, N (ammonia), [Na] (sodium), ferric acetate, FC(C1=CC=2NC3=CC=CC=C3SC2C=C1)(F)F (2-trifluoromethyl-phenothiazine), N (ammonia), BrCCCCl (1-bromo-3-chloropropane). Run in CCCCCCC (heptane). Conditions: temperature -40 celsius. Yields the product ClCCCN1C2=CC=CC=C2SC=2C=CC(=CC12)C(F)(F)F (N-(γ-chloropropyl)-2-trifluoromethyl-phenothiazine). Yield: 157.1%. RXN SMILES: N.[Na].[F:3][C:4]([F:20])([F:19])[C:5]1[CH:18]=[CH:17][C:16]2[S:15][C:14]3[C:9](=[CH:10][CH:11]=[CH:12][CH:13]=3)[NH:8][C:7]=2[CH:6]=1.Br[CH2:22][CH2:23][CH2:24][Cl:25]>CCCCCCC>[Cl:25][CH2:24][CH2:23][CH2:22][N:8]1[C:7]2[CH:6]=[C:5]([C:4]([F:3])([F:19])[F:20])[CH:18]=[CH:17][C:16]=2[S:15][C:14]2[C:9]1=[CH:10][CH:11]=[CH:12][CH:13]=2 |^1:1|. Procedure: Into a 5 liter reactor fitted with stirring and cooling means and maintained at about -40° C., there were poured 1 liter of liquid ammonia, 11.5 g (0.5 mole) of metallic sodium, 0.5 g of ferric acetate and then, slowly, 133.5 g (0.5 mole) of 2-trifluoromethyl-phenothiazine. The mixture was stirred for one hour and there were added 78.8 g (0.5 mole) of 1-bromo-3-chloropropane. After stirring for some minutes, the mixture was allowed to warm slowly up to room temperature, with elimination of the l... The reactants are CCOC(=O)c1ccc(NC(=O)OC(C)(C)C)c([N+](=O)[O-])c1, CCO. Yields the product CCOC(=O)c1ccc(NC(=O)OC(C)(C)C)c(N)c1. As a reaction SMILES: [CH2:1]([CH3:2])[O:3][C:4]([c:5]1[cH:6][c:7]([N+:19]([O-:20])=[O:21])[c:8]([NH:11][C:12](=[O:13])[O:14][C:15]([CH3:16])([CH3:17])[CH3:18])[cH:9][cH:10]1)=[O:22].[CH3:23][CH2:24][OH:25]>>[CH2:1]([CH3:2])[O:3][C:4]([c:5]1[cH:6][c:7]([NH2:19])[c:8]([NH:11][C:12](=[O:13])[O:14][C:15]([CH3:16])([CH3:17])[CH3:18])[cH:9][cH:10]1)=[O:22]. Product: C1(=CC=CC=C1)C(CO)CO (2-phenyl-1,3-propanediol). Reaction conditions: temperature 0 celsius. Reactants: [H-].[Al+3].[Li+].[H-].[H-].[H-] (lithium aluminum hydride), C=1(C(=CC=CC1)C)C (xylene), C(C)OCC (ethyl ether), [H-].[Al+3].[Li+].[H-].[H-].[H-] (lithium aluminum hydride), diethyl phenylmalonic acid ester, CCCCCC.C1(=CC=CC=C1)C.CCOCC (hexane toluene ether). As a reaction SMILES: [H-].[Al+3].[Li+].[H-].[H-].[H-].[C:7]1([CH3:14])[C:8](C)=[CH:9][CH:10]=[CH:11][CH:12]=1.C([O:17][CH2:18]C)C.CCCCCC.C1(C)C=CC=CC=1.C[CH2:34][O:35]CC>O1CCCC1>[C:7]1([CH:14]([CH2:18][OH:17])[CH2:34][OH:35])[CH:12]=[CH:11][CH:10]=[CH:9][CH:8]=1 |f:0.1.2.3.4.5,8.9.10|. Run in O1CCCC1 (tetrahydrofuran), O1CCCC1 (tetrahydrofuran). The yield is 72.0%. Reported procedure: The reaction is carried out in a nitrogen atmosphere in a predried 250 ml RB flask with a side arm and a distillation apparatus leading to a nitrogen outlet. 180 mmoles of lithium aluminum hydride is added to the flask in sufficient tetrahydrofuran to dissolve the lithium aluminum hydride. The solution is cooled with rapid stirring to about 0° C. and 30 mmoles of diethyl phenylmalonic acid ester is slowly added followed by four ml of dry xylene which functions as a heat transfer material and pre... Reactants: CCO, O=C1CCCCc2ccc([N+](=O)[O-])cc21, [Na+], [OH-], O, O, O, Cl[Sn]Cl. Yields the product Nc1ccc2c(c1)C(=O)CCCC2. Reaction SMILES: [CH3:21][CH2:22][OH:23].[N+:1]([O-:2])(=[O:3])[c:4]1[cH:5][c:6]2[c:7]([cH:14][cH:15]1)[CH2:8][CH2:9][CH2:10][CH2:11][C:12]2=[O:13].[Na+:25].[OH-:24].[OH2:16].[OH2:17].[OH2:26].[Sn:18]([Cl:19])[Cl:20]>>[NH2:1][c:4]1[cH:5][c:6]2[c:7]([cH:14][cH:15]1)[CH2:8][CH2:9][CH2:10][CH2:11][C:12]2=[O:13]. Starting materials: CO (methanol), reduced iron, Cl (hydrochloric acid), C(C1=CC=CC=C1)N(C(C1=CC(=C(C=C1)OCC1=CC=CC=C1)[N+](=O)[O-])=O)CC1=CC=CC=C1 (N,N-dibenzyl-4-benzyloxy-3-nitrobenzamide). Run in O (water). Yields the product NC=1C=C(C(=O)N(CC2=CC=CC=C2)CC2=CC=CC=C2)C=CC1OCC1=CC=CC=C1 (3-amino-N,N-dibenzyl-4-benzyloxybenzamide). Reaction SMILES: [CH2:1]([N:8]([CH2:28][C:29]1[CH:34]=[CH:33][CH:32]=[CH:31][CH:30]=1)[C:9](=[O:27])[C:10]1[CH:15]=[CH:14][C:13]([O:16][CH2:17][C:18]2[CH:23]=[CH:22][CH:21]=[CH:20][CH:19]=2)=[C:12]([N+:24]([O-])=O)[CH:11]=1)[C:2]1[CH:7]=[CH:6][CH:5]=[CH:4][CH:3]=1.CO.Cl>O>[NH2:24][C:12]1[CH:11]=[C:10]([CH:15]=[CH:14][C:13]=1[O:16][CH2:17][C:18]1[CH:23]=[CH:22][CH:21]=[CH:20][CH:19]=1)[C:9]([N:8]([CH2:1][C:2]1[CH:7]=[CH:6][CH:5]=[CH:4][CH:3]=1)[CH2:28][C:29]1[CH:30]=[CH:31][CH:32]=[CH:33][CH:34]=1)=[O:27]. Reported procedure: By reducing N,N-dibenzyl-4-benzyloxy-3-nitrobenzamide (melting point 131°-132° C.) in water-containing methanol with reduced iron powder-hydrochloric acid, 3-amino-N,N-dibenzyl-4-benzyloxybenzamide (melting point 81° C.) was obtained. Then, by reacting 3-amino-N,N-dibenzyl-4-benzyloxybenzamide with ethyl oxalyl chloride in the presence of pyridine in tetrahydrofuran, ethyl 2-benzyloxy-5-(N,N-dibenzylcarbamoyl)oxanilate (melting point 132°-133° C.) was obtained. A solution of 3.6 g of ethyl 2-ben... Yield: 84.4%. Starting materials: OC=1C=C(C=O)C=CC1OC (3-hydroxy-4-methoxybenzaldehyde), C(=O)([O-])[O-].[K+].[K+] (K2CO3), ClCCCl (1,2-dichloroethane). Conditions: temperature 67.5 celsius, time 16 hour. The product is ClCCOC=1C=C(C=O)C=CC1OC (3-(2-Chloroethoxy)-4-methoxybenzaldehyde). Reaction SMILES: [OH:1][C:2]1[CH:3]=[C:4]([CH:7]=[CH:8][C:9]=1[O:10][CH3:11])[CH:5]=[O:6].C([O-])([O-])=O.[K+].[K+].[Cl:18][CH2:19][CH2:20]Cl>CN(C=O)C>[Cl:18][CH2:19][CH2:20][O:1][C:2]1[CH:3]=[C:4]([CH:7]=[CH:8][C:9]=1[O:10][CH3:11])[CH:5]=[O:6] |f:1.2.3|. Run in CN(C)C=O (DMF). Reported procedure: A mixture of 3-hydroxy-4-methoxybenzaldehyde (14) (10.0 g, 65.7 mmol), K2CO3 (45.4 g, 329 mmol), 1,2-dichloroethane (104 mL, 1.31 mol), and DMF (300 mL) was stirred at 65-70° C. for 16 h. After cooling, 1,2-dichloroethane was removed under reduced pressure, the remaining slurry was poured onto ice and the mixture was extracted with Et2O (3×250 mL) and EtOAc (4×250 mL). The combined organic layers were washed with water (4×400 mL) and brine (2×400 mL), dried (MgSO4), and the solvent was removed i...